Task: describe an organic reaction: reactants, conditions, products, and yield. Dataset: the Open Reaction Database (ORD), a public repository of structured organic reaction records Starting materials: C(C)[C@@H]1[C@@H]([C@]2(C)[C@@H](C1)[C@@H]1CCC3=CC(CC[C@@H]3[C@H]1CC2)=O)OC(CBr)=O (16β-ethyl-17β-bromoacetoxy-4-estren-3-one), C(CCCCCCCCC)(=O)[O-].[Na+] (sodium n-decanoate). Solvent: CC(=O)C.O (acetone water). Product: C(C)[C@@H]1[C@@H]([C@]2(C)[C@@H](C1)[C@@H]1CCC3=CC(CC[C@@H]3[C@H]1CC2)=O)OC(COC(CCCCCCCCC)=O)=O (16β-Ethyl-17β-n-decanoyloxyacetoxy-4-estren-3-one). Isolated yield 71.3%. RXN SMILES: [CH2:1]([C@H:3]1[CH2:8][C@H:7]2[C@H:9]3[C@H:18]([CH2:19][CH2:20][C@:5]2([CH3:6])[C@H:4]1[O:22][C:23](=[O:26])[CH2:24]Br)[C@@H:17]1[C:12](=[CH:13][C:14](=[O:21])[CH2:15][CH2:16]1)[CH2:11][CH2:10]3)[CH3:2].[C:27]([O-:38])(=[O:37])[CH2:28][CH2:29][CH2:30][CH2:31][CH2:32][CH2:33][CH2:34][CH2:35][CH3:36].[Na+]>CC(C)=O.O>[CH2:1]([C@H:3]1[CH2:8][C@H:7]2[C@H:9]3[C@H:18]([CH2:19][CH2:20][C@:5]2([CH3:6])[C@H:4]1[O:22][C:23](=[O:26])[CH2:24][O:38][C:27](=[O:37])[CH2:28][CH2:29][CH2:30][CH2:31][CH2:32][CH2:33][CH2:34][CH2:35][CH3:36])[C@@H:17]1[C:12](=[CH:13][C:14](=[O:21])[CH2:15][CH2:16]1)[CH2:11][CH2:10]3)[CH3:2] |f:1.2,3.4|. Procedure details: To 200 ml of acetone-water (1:1) are added 6.0 g of 16β-ethyl-17β-bromoacetoxy-4-estren-3-one and 5.2 g of sodium n-decanoate and the mixture is refluxed for 10 hours. The solvent is distilled off under reduced pressure and the residue is extracted with 300 ml of ethyl acetate. The organic layer is separated, washed with water and saturated aqueous sodium chloride solution and dried over anhydrous sodium sulfate. The solvent is then distilled off under reduced pressure and the residue is subject...